Dataset: the Open Reaction Database (ORD), a public repository of structured organic reaction records. Task: describe an organic reaction: reactants, conditions, products, and yield Reactants: COC(=O)CCCCNC(=O)C=C1c2ccccc2-c2ccccc21, CO, Cl, [Li+], [OH-], O. The product is O=C(O)CCCCNC(=O)C=C1c2ccccc2-c2ccccc21. As a reaction SMILES: [CH3:1][O:2][C:3]([CH2:4][CH2:5][CH2:6][CH2:7][NH:8][C:9]([CH:10]=[C:11]1[c:12]2[cH:13][cH:14][cH:15][cH:16][c:17]2-[c:18]2[cH:19][cH:20][cH:21][cH:22][c:23]21)=[O:24])=[O:25].[CH3:26][OH:27].[ClH:30].[Li+:29].[OH-:28].[OH2:31]>>[O:2]=[C:3]([CH2:4][CH2:5][CH2:6][CH2:7][NH:8][C:9]([CH:10]=[C:11]1[c:12]2[cH:13][cH:14][cH:15][cH:16][c:17]2-[c:18]2[cH:19][cH:20][cH:21][cH:22][c:23]21)=[O:24])[OH:25].